Dataset: the Open Reaction Database (ORD), a public repository of structured organic reaction records. Task: describe an organic reaction: reactants, conditions, products, and yield Starting materials: O=C(Nc1ncnc2c1ncn2C1OC(=CF)C(O)C1O)c1ccccc1, CCO. Yields the product Nc1ncnc2c1ncn2C1OC(=CF)C(O)C1O. RXN SMILES: [C:1](=[O:2])([c:3]1[cH:4][cH:5][cH:6][cH:7][cH:8]1)[NH:9][c:10]1[c:11]2[n:12][cH:13][n:14]([CH:15]3[CH:16]([OH:17])[CH:18]([OH:19])[C:20](=[CH:21][F:22])[O:23]3)[c:24]2[n:25][cH:26][n:27]1.[CH3:28][CH2:29][OH:30]>>[NH2:9][c:10]1[c:11]2[n:12][cH:13][n:14]([CH:15]3[CH:16]([OH:17])[CH:18]([OH:19])[C:20](=[CH:21][F:22])[O:23]3)[c:24]2[n:25][cH:26][n:27]1. Starting materials: BrCCCC1=CC=C(C=C1)C1=CC=C(C=C1)CCCBr (4,4'-bis(3-bromopropyl)biphenyl), C(C)NCC (diethylamine). Run in C(C)O (ethanol). The product is C(C)N(CCCC1=CC=C(C=C1)C1=CC=C(C=C1)CCCN(CC)CC)CC (4,4'-Bis(3-diethylaminopropyl)biphenyl). Isolated yield 84.9%. Reaction SMILES: Br[CH2:2][CH2:3][CH2:4][C:5]1[CH:10]=[CH:9][C:8]([C:11]2[CH:16]=[CH:15][C:14]([CH2:17][CH2:18][CH2:19]Br)=[CH:13][CH:12]=2)=[CH:7][CH:6]=1.[CH2:21]([NH:23][CH2:24][CH3:25])[CH3:22]>C(O)C>[CH2:21]([N:23]([CH2:24][CH3:25])[CH2:2][CH2:3][CH2:4][C:5]1[CH:10]=[CH:9][C:8]([C:11]2[CH:16]=[CH:15][C:14]([CH2:17][CH2:18][CH2:19][N:23]([CH2:24][CH3:25])[CH2:21][CH3:22])=[CH:13][CH:12]=2)=[CH:7][CH:6]=1)[CH3:22]. Procedure: A solution of 515 mg of 4,4'-bis(3-bromopropyl)biphenyl and 0.95 g of diethylamine in 1.3 ml of ethanol was refluxed in a flask equipped with a balloon for 2 hours, cooled, and concentrated under a reduced pressure. To the concentrate was added 5% sodium bicarbonate aqueous solution, the mixture was extracted three times with 50 ml benzene. The extract was washed with 5% sodium bicarbonate aqueous solution and a saturated sodium chloride aqueous solution, dried over magnesium sulfate, concentrat...